describe an organic reaction: reactants, conditions, products, and yield From a dataset of the Open Reaction Database (ORD), a public repository of structured organic reaction records. The reactants are CC1=CC=C(CS(=O)(=O)[O-])C=C1.[Na+] (sodium p-methylbenzylsulfonate), S(=O)(Cl)Cl (thionyl chloride). The solvent is CN(C=O)C (dimethylformamide), ice water. Reaction conditions: temperature -10 celsius. The product is CC1=CC=C(CS(=O)(=O)Cl)C=C1 (p-methylbenzylsulfonyl chloride). RXN SMILES: [CH3:1][C:2]1[CH:12]=[CH:11][C:5]([CH2:6][S:7]([O-])(=[O:9])=[O:8])=[CH:4][CH:3]=1.[Na+].S(Cl)([Cl:16])=O>CN(C)C=O>[CH3:1][C:2]1[CH:12]=[CH:11][C:5]([CH2:6][S:7]([Cl:16])(=[O:9])=[O:8])=[CH:4][CH:3]=1 |f:0.1|. Reported procedure: In dimethylformamide (90 ml) is dispersed sodium p-methylbenzylsulfonate (30 g, 0.145 mol) which is sufficientry dry. The dispersion is cooled to -10° C. and under stirring, thionyl chloride (19.2 ml, 0.29 mol) is added dropwise. The mixture is stirred at room temperature for 3 hours and poured in ice-water (500 g) and extracted with ether (3 times, 150 ml each). The ethereal layers are combined, washed twice with cold water and dried over sodium sulfate. The ether is distilled off and petroleum... The reactants are CS(=O)(=O)O.C1(CCCCC1)C1=NN(C=2N=C(NC(C21)=O)C2=C(C=C(C=C2)N2CCC(CC2)O)OC)C (3-Cyclohexyl-6-[4-(4-hydroxy-1-piperidinyl)-2-methoxyphenyl]-1-methyl-1,5-dihydro-4H-pyrazolo[3,4-d]pyrimidin-4-one monomethanesulfonate), [N+](=O)([O-])C1=CC=C(C(=O)Cl)C=C1 (p-nitrobenzoyl chloride). The solvent is N1=CC=CC=C1 (pyridine). Run at time 1.5 hour. The product is NC1=CC=C(C=C1)C=1NC(C2=C(N1)N(N=C2C2CCCCC2)C)=O (6-(4-Aminophenyl)-3-cyclohexyl-1-methyl-1,5-dihydro-4H-pyrazolo[3,4-d]pyrimidin-4-one). Yield: 29.7%. RXN SMILES: CS(O)(=O)=O.[CH:6]1([C:12]2[C:20]3[C:19](=[O:21])[NH:18][C:17]([C:22]4[CH:27]=[CH:26][C:25]([N:28]5CCC(O)CC5)=[CH:24][C:23]=4OC)=[N:16][C:15]=3[N:14]([CH3:37])[N:13]=2)[CH2:11][CH2:10][CH2:9][CH2:8][CH2:7]1.[N+](C1C=CC(C(Cl)=O)=CC=1)([O-])=O>N1C=CC=CC=1>[NH2:28][C:25]1[CH:26]=[CH:27][C:22]([C:17]2[NH:18][C:19](=[O:21])[C:20]3[C:12]([CH:6]4[CH2:11][CH2:10][CH2:9][CH2:8][CH2:7]4)=[N:13][N:14]([CH3:37])[C:15]=3[N:16]=2)=[CH:23][CH:24]=1 |f:0.1|. Procedure details: To a pyridine solution of 2.2 g (10 mmol) of the compound obtained in Example 32, 2.2 g (13 mmol) of p-nitrobenzoyl chloride was added, and the mixture was stirred at room temperature for 1.5 hours. Then, the reaction mixture was distilled under reduced pressure, and an aqueous solution of sodium hydrogen carbonate was added to the residue, followed by extracting the mixture with ethyl acetate. The organic layer was washed with water and a saturated aqueous solution of sodium chloride, and then ... Starting materials: [N+](=O)([O-])C=1C=CC2=C(N=C(OC2=O)C2=C(C=CC=C2F)F)C1 (7-Nitro-2-(2,6-difluoro-phenyl)-benzo[d][1,3]oxazin-4-one). Reagents/catalysts: O=[Pt]=O (PtO2). The solvent is C(C)(=O)O (acetic acid). Product: NC=1C=CC2=C(N=C(OC2=O)C2=C(C=CC=C2F)F)C1 (7-Amino-2-(2,6-difluoro-phenyl)-benzo[d][1,3]oxazin-4-one). Reaction SMILES: [N+:1]([C:4]1[CH:5]=[CH:6][C:7]2[C:12](=[O:13])[O:11][C:10]([C:14]3[C:19]([F:20])=[CH:18][CH:17]=[CH:16][C:15]=3[F:21])=[N:9][C:8]=2[CH:22]=1)([O-])=O>C(O)(=O)C.O=[Pt]=O>[NH2:1][C:4]1[CH:5]=[CH:6][C:7]2[C:12](=[O:13])[O:11][C:10]([C:14]3[C:15]([F:21])=[CH:16][CH:17]=[CH:18][C:19]=3[F:20])=[N:9][C:8]=2[CH:22]=1. Reported procedure: 7-Nitro-2-(2,6-difluoro-phenyl)-benzo[d][1,3]oxazin-4-one (0.10 g) was dissolved in acetic acid (10 mL) under N2, PtO2 (5 mg) was added and the mixture was hydrogenated with H2 gas. Reaction time 1 day. The reaction mixture was filtered through Hyflo®, which was rinsed afterwards with ethyl acetate. The combined organic phases were evaporated to dryness and subsequently treated three times with toluene followed by evaporation. The reactants are ClCCCBr, O=C([O-])[O-], [Cs+], [Cs+], CC(C)Cn1ncc2cc(Oc3ccc(F)cc3F)c(O)cc21, CN(C)C=O, O. The product is CC(C)Cn1ncc2cc(Oc3ccc(F)cc3F)c(OCCCCl)cc21. RXN SMILES: [Br:30][CH2:31][CH2:32][CH2:33][Cl:34].[C:24](=[O:25])([O-:26])[O-:27].[Cs+:28].[Cs+:29].[F:1][c:2]1[c:3]([O:4][c:5]2[cH:6][c:7]3[cH:8][n:9][n:10]([CH2:15][CH:16]([CH3:17])[CH3:18])[c:11]3[cH:12][c:13]2[OH:14])[cH:19][cH:20][c:21]([F:23])[cH:22]1.[O:35]=[CH:36][N:37]([CH3:38])[CH3:39].[OH2:40]>>[F:1][c:2]1[c:3]([O:4][c:5]2[cH:6][c:7]3[cH:8][n:9][n:10]([CH2:15][CH:16]([CH3:17])[CH3:18])[c:11]3[cH:12][c:13]2[O:14][CH2:31][CH2:32][CH2:33][Cl:34])[cH:19][cH:20][c:21]([F:23])[cH:22]1. Reactants: C(C1=CC=CC=C1)NC1=CC=C(C=C1)CC1=CN(C2=NC=CC=C21)[Si](C(C)C)(C(C)C)C(C)C (Benzyl-[4-(1-triisopropylsilanyl-1H-pyrrolo[2,3-b]pyridin-3-ylmethyl)-phenyl]-amine). Reagents/catalysts: [OH-].[Pd+2].[OH-] (palladium hydroxide). Solvent: CO (methanol). Run at time 2 hour. Product: C(C)(C)[Si](N1C=C(C=2C1=NC=CC2)CC2=CC=C(C=C2)N)(C(C)C)C(C)C (4-(1-Triisopropylsilanyl-1H-pyrrolo[2,3-b]pyridin-3-ylmethyl)-phenylamine). As a reaction SMILES: C([NH:8][C:9]1[CH:14]=[CH:13][C:12]([CH2:15][C:16]2[C:24]3[C:19](=[N:20][CH:21]=[CH:22][CH:23]=3)[N:18]([Si:25]([CH:32]([CH3:34])[CH3:33])([CH:29]([CH3:31])[CH3:30])[CH:26]([CH3:28])[CH3:27])[CH:17]=2)=[CH:11][CH:10]=1)C1C=CC=CC=1>[OH-].[Pd+2].[OH-].CO>[CH:32]([Si:25]([CH:26]([CH3:28])[CH3:27])([CH:29]([CH3:31])[CH3:30])[N:18]1[C:19]2=[N:20][CH:21]=[CH:22][CH:23]=[C:24]2[C:16]([CH2:15][C:12]2[CH:11]=[CH:10][C:9]([NH2:8])=[CH:14][CH:13]=2)=[CH:17]1)([CH3:33])[CH3:34] |f:1.2.3|. Reported procedure: Benzyl-[4-(1-triisopropylsilanyl-1H-pyrrolo[2,3-b]pyridin-3-ylmethyl)-phenyl]-amine (112, 210.0 mg, 0.447 mmol), methanol (15.0 mL) and palladium hydroxide (30.0 mg, 0.214 mmol) were combined. The reaction mixture was hydrogenated under an atmosphere of hydrogen (1 atm) at room temperature for 2 hours. Filtration and concentration gave the compound (113, 154 mg, 91%). Reactants: ClC1=CC=C(CSC2(CCN(CC2)C)C2=C(C=CC=C2)F)C=C1 (4-(4-chlorobenzylthio)-4-(2-fluorophenyl)-1-methylpiperidine), ice water. Solvent: CS(=O)C (dimethylsulfoxide), O (water). Reaction conditions: time 1 hour. Yields the product ClC1=CC=C(C=C1)C1C2=C(C=CC=C2)C2(CCN(CC2)C)S1 (3-(4-chlorophenyl)-1,3-dihydro-1'-methylspiro[benzo(c)thiophene-1,4'-piperidine]). As a reaction SMILES: [Cl:1][C:2]1[CH:23]=[CH:22][C:5]([CH2:6][S:7][C:8]2([C:15]3[CH:20]=[CH:19][CH:18]=[CH:17][C:16]=3F)[CH2:13][CH2:12][N:11]([CH3:14])[CH2:10][CH2:9]2)=[CH:4][CH:3]=1>CS(C)=O.O>[Cl:1][C:2]1[CH:23]=[CH:22][C:5]([CH:6]2[S:7][C:8]3([CH2:13][CH2:12][N:11]([CH3:14])[CH2:10][CH2:9]3)[C:15]3[CH:20]=[CH:19][CH:18]=[CH:17][C:16]2=3)=[CH:4][CH:3]=1. Reported procedure: A solution of sodium methylsulfinylmethide is produced from 0.7 g of (50%) sodium hydride and 15 ml of dimethylsulfoxide as in Example 1c. A solution of 4.2 g of 4-(4-chlorobenzylthio)-4-(2-fluorophenyl)-1-methylpiperidine, free base of a, in 15 ml of dimethylsulfoxide is added to this solution over a three minute span. After total addition, the mixture is stirred at ambient temperature for one hour and then poured onto 70 ml of ice-water. The mixture is diluted with water to 120 ml total volume... Starting materials: resultant mixture, solution, C1(=CC=CC=C1)[Mg]Br (phenyl magnesium bromide), [NH4+].[OH-] (NH4OH), ice water, Cl (HCl), C1CC2=CC=CC3=C2N1C1=C(N=C3)C=CC=C1 (1,2-dihydroindolo[1,7-ab][1,5]benzodiazepine). Run in CCOCC (ether), O1CCCC1 (tetrahydrofuran). Product: C1(=CC=CC=C1)C1C2=C3N(C4=C(N1)C=CC=C4)CCC3=CC=C2 (6-phenyl-1,2,6,7-tetrahydroindolo[1,7-ab][1,5]benzodiazepine). RXN SMILES: [CH2:1]1[N:9]2[C:10]3[CH:17]=[CH:16][CH:15]=[CH:14][C:11]=3[N:12]=[CH:13][C:7]3=[C:8]2[C:3](=[CH:4][CH:5]=[CH:6]3)[CH2:2]1.[C:18]1([Mg]Br)[CH:23]=[CH:22][CH:21]=[CH:20][CH:19]=1.Cl.[NH4+].[OH-]>O1CCCC1.CCOCC>[C:18]1([CH:13]2[NH:12][C:11]3[CH:14]=[CH:15][CH:16]=[CH:17][C:10]=3[N:9]3[CH2:1][CH2:2][C:3]4=[CH:4][CH:5]=[CH:6][C:7]2=[C:8]34)[CH:23]=[CH:22][CH:21]=[CH:20][CH:19]=1 |f:3.4|. Procedure: A stirred mixture of 2.1 g of 1,2-dihydroindolo[1,7-ab][1,5]benzodiazepine in 16 ml of dry tetrahydrofuran is cooled under N2 to 0°-5° C., then treated dropwise with 9.4 ml of a 2.8 molar solution of phenyl magnesium bromide in ether at such a rate as to keep the reaction temperature below 10° C. When the addition is complete, the reaction mixture is refluxed for 3 hours, cooled and then poured into 100 ml ice-water containing 10 ml of concentrated HCl. The resultant mixture is made alkaline wit... Reactants: COCC=1C=CC(=C(C1)O)[N+](=O)[O-] (5-Methoxymethyl 2-Nitro phenol), [H][H] (hydrogen). Reagents/catalysts: O=[Pt]=O (PtO2). The solvent is CCO (EtOH). The product is NC1=C(C=C(C=C1)COC)O (2-amino-5-methoxymethyl-phenol). Reaction SMILES: [CH3:1][O:2][CH2:3][C:4]1[CH:5]=[CH:6][C:7]([N+:11]([O-])=O)=[C:8]([OH:10])[CH:9]=1.[H][H]>CCO.O=[Pt]=O>[NH2:11][C:7]1[CH:6]=[CH:5][C:4]([CH2:3][O:2][CH3:1])=[CH:9][C:8]=1[OH:10]. Reported procedure: A solution of 2 (20 g, 108 mmol) in EtOH (300 mL) was hydrogenated over PtO2 (300 mg) in Parr pressure apparatus until the theoretical amount of hydrogen was absorbed. The catalyst was removed by filtration through a pad of Celite, and the filtrate was concentrated in vacuo to a solid (21 g, 100%). This solid was combined with material obtained from a smaller run then passed through a pad of silica gel (500 g) eluted with ether. Fractions containing pure product were combined, dried then concent...